This data is from the Open Reaction Database (ORD), a public repository of structured organic reaction records. The task is: describe an organic reaction: reactants, conditions, products, and yield Starting materials: Cl.COC(COC(=O)C1=C(NC=2CN(CC(C2C1C1=CC(=CC=C1)Cl)=O)CC1=CC=CC=C1)C)C1=CC=CC=C1 (4-(3-chlorophenyl)-1,4,5,6,7,8-hexahydro-2-methyl-5-oxo-7-(phenylmethyl)-1,7-naphthyridine-3-carboxylic acid 2-methoxy-2-phenylethyl ester hydrochloride), [H][H] (hydrogen). The reagents and catalysts are [Pd] (palladium on carbon). Solvent: CO (methanol). Reaction conditions: time 4 hour. The product is COC(COC(=O)C1=C(NC=2CNCC(C2C1C1=CC(=CC=C1)Cl)=O)C)C1=CC=CC=C1 (4-(3-Chlorophenyl)-1,4,5,6,7,8-hexahydro-2-methyl-5-oxo-1,7 naphthyridine-3-carboxylic acid 2-methoxy-2-phenylethyl ester). Isolated yield 35.5%. RXN SMILES: Cl.[CH3:2][O:3][CH:4]([C:35]1[CH:40]=[CH:39][CH:38]=[CH:37][CH:36]=1)[CH2:5][O:6][C:7]([C:9]1[CH:18]([C:19]2[CH:24]=[CH:23][CH:22]=[C:21]([Cl:25])[CH:20]=2)[C:17]2[C:16](=[O:26])[CH2:15][N:14](CC3C=CC=CC=3)[CH2:13][C:12]=2[NH:11][C:10]=1[CH3:34])=[O:8].[H][H]>[Pd].CO>[CH3:2][O:3][CH:4]([C:35]1[CH:40]=[CH:39][CH:38]=[CH:37][CH:36]=1)[CH2:5][O:6][C:7]([C:9]1[CH:18]([C:19]2[CH:24]=[CH:23][CH:22]=[C:21]([Cl:25])[CH:20]=2)[C:17]2[C:16](=[O:26])[CH2:15][NH:14][CH2:13][C:12]=2[NH:11][C:10]=1[CH3:34])=[O:8] |f:0.1|. Reported procedure: A mixture of 15.3 g of 1-benzyl-3-hydroxy-5-oxo-2,3,4,6-tetrahydropyridine hydrate, 10.6 g of 3-chlorobenzaldehyde, 17.7 g of 2-methoxy-2-phenylethyl acetoacetate, 12 g of ammonium acetate and 150 ml of methanol was refluxed for 5 huors. The solvent was removed in vacuo. The residue was dissolved in methylenechloride, extracted with water, then dried over magnesium sulfate. The solution was diluted with diethyl ether to the point of cloudiness, then left at room temperature for 18 hours. The sup... Starting materials: ClCCCCBr, Nc1ncc(Br)nc1-c1ccccc1Cl, [H-], [Na+], CN(C)C=O, O=C(O)CC(O)(CC(=O)O)C(=O)O. Yields the product Clc1ccccc1-c1nc(Br)cnc1N1CCCC1. Reaction SMILES: [Br:18][CH2:19][CH2:20][CH2:21][CH2:22][Cl:23].[Br:3][c:4]1[n:5][c:6](-[c:11]2[c:12]([Cl:17])[cH:13][cH:14][cH:15][cH:16]2)[c:7]([NH2:10])[n:8][cH:9]1.[H-:1].[Na+:2].[O:37]=[CH:38][N:39]([CH3:40])[CH3:41].[OH:24][C:25]([CH2:26][C:27]([C:28](=[O:29])[OH:30])([CH2:31][C:32](=[O:33])[OH:34])[OH:35])=[O:36]>>[Br:3][c:4]1[n:5][c:6](-[c:11]2[c:12]([Cl:17])[cH:13][cH:14][cH:15][cH:16]2)[c:7]([N:10]2[CH2:19][CH2:20][CH2:21][CH2:22]2)[n:8][cH:9]1. Reported procedure: 20 mg (0.06 mmol) of 4-(4-bromo-2-chloro-phenoxy)-benzaldehyde were stirred with 20 μL (0.33 mmol) of hydroxylamine solution (50% in water) in 2 mL f DMF at 80° C. for 1 h. The reaction mixture was purified by chromatography (reversed phase). Run in CN(C)C=O (DMF). Yields the product BrC1=CC(=C(OC2=CC=C(C=NO)C=C2)C=C1)Cl (4-(4-bromo-2-chloro-phenoxy)-benzaldehyde-oxime). Reactants: BrC1=CC(=C(OC2=CC=C(C=O)C=C2)C=C1)Cl (4-(4-bromo-2-chloro-phenoxy)-benzaldehyde), NO (hydroxylamine). As a reaction SMILES: [Br:1][C:2]1[CH:16]=[CH:15][C:5]([O:6][C:7]2[CH:14]=[CH:13][C:10]([CH:11]=O)=[CH:9][CH:8]=2)=[C:4]([Cl:17])[CH:3]=1.[NH2:18][OH:19]>CN(C=O)C>[Br:1][C:2]1[CH:16]=[CH:15][C:5]([O:6][C:7]2[CH:14]=[CH:13][C:10]([CH:11]=[N:18][OH:19])=[CH:9][CH:8]=2)=[C:4]([Cl:17])[CH:3]=1. Reactants: CCBr, CCCC=CCC(C)CCO, C#CC(C)O, [Mg], C1CCOC1. The product is CCCC=CCC(C)CC(O)C#CC(C)O. RXN SMILES: [CH2:1]([Br:2])[CH3:3].[CH3:10][CH:11]([CH2:12][CH2:13][OH:14])[CH2:15][CH:16]=[CH:17][CH2:18][CH2:19][CH3:20].[CH3:5][CH:6]([C:7]#[CH:8])[OH:9].[Mg:4].[O:21]1[CH2:22][CH2:23][CH2:24][CH2:25]1>>[CH3:5][CH:6]([C:7]#[C:8][CH:13]([CH2:12][CH:11]([CH3:10])[CH2:15][CH:16]=[CH:17][CH2:18][CH2:19][CH3:20])[OH:14])[OH:9].